This data is from the Open Reaction Database (ORD), a public repository of structured organic reaction records. The task is: describe an organic reaction: reactants, conditions, products, and yield Reactants: CCOC(=O)CCCNc1ccc(CCCCNC(=O)OC(C)(C)C)cc1, CO, N. Product: CC(C)(C)OC(=O)NCCCCc1ccc(NCCCC(N)=O)cc1. Reaction SMILES: [CH2:1]([O:3][C:4](=[O:2])[CH2:5][CH2:6][CH2:7][NH:8][c:9]1[cH:10][cH:11][c:12]([CH2:15][CH2:16][CH2:17][CH2:18][NH:19][C:20](=[O:21])[O:22][C:23]([CH3:24])([CH3:25])[CH3:26])[cH:13][cH:14]1)[CH3:27].[CH3:29][OH:30].[NH3:28]>>[O:3]=[C:4]([CH2:5][CH2:6][CH2:7][NH:8][c:9]1[cH:10][cH:11][c:12]([CH2:15][CH2:16][CH2:17][CH2:18][NH:19][C:20](=[O:21])[O:22][C:23]([CH3:24])([CH3:25])[CH3:26])[cH:13][cH:14]1)[NH2:28]. Starting materials: C(OC1=C(C=C(C=C1)Cl)C1CCCC1)(OC)=O (4-Chloro-2-cyclopentylphenyl methyl carbonate), OS(=O)(=O)O (H2SO4), [N+](=O)([O-])[O-].[K+] (KNO3). Reaction conditions: temperature 0 celsius, time 2 hour. Product: C(OC1=C(C=C(C(=C1)[N+](=O)[O-])Cl)C1CCCC1)(OC)=O (4-chloro-2-cyclopentyl-5-nitrophenyl methyl carbonate). Yield: 86.7%. As a reaction SMILES: [C:1](=[O:17])([O:15][CH3:16])[O:2][C:3]1[CH:8]=[CH:7][C:6]([Cl:9])=[CH:5][C:4]=1[CH:10]1[CH2:14][CH2:13][CH2:12][CH2:11]1.OS(O)(=O)=O.[N+:23]([O-])([O-:25])=[O:24].[K+]>>[C:1](=[O:17])([O:15][CH3:16])[O:2][C:3]1[CH:8]=[C:7]([N+:23]([O-:25])=[O:24])[C:6]([Cl:9])=[CH:5][C:4]=1[CH:10]1[CH2:14][CH2:13][CH2:12][CH2:11]1 |f:2.3|. Procedure details: 4-Chloro-2-cyclopentylphenyl methyl carbonate (1.0 g, 3.93 mmol) was added portion wise to H2SO4 (2.9 mL, 54.1 mmol) to generate a colorless homogeneous solution. The solution was then cooled to 0° C. and KNO3 (476 mg, 4.71 mmol) was added portion-wise maintaining the internal temperature below 5° C. The reaction was stirred for 2 h and then poured on ice water. The aqueous layer was extracted with dichloromethane (3×10 mL), dried over Na2SO4, filtered and concentrated. Purification by silica ge... Starting materials: S(=O)(=O)(C)Cl (mesyl chloride), 30g, C(C)OCCO (2-ethoxyethanol), N1=CC=CC=C1 (pyridine). The solvent is O1CCCC1 (tetrahydrofuran). Yields the product CS(=O)(=O)OCCOCC (2-ethoxyethyl methanesulphonate). Reaction SMILES: [CH2:1]([O:3][CH2:4][CH2:5][OH:6])[CH3:2].N1C=CC=CC=1.[S:13](Cl)([CH3:16])(=[O:15])=[O:14]>O1CCCC1>[CH3:16][S:13]([O:6][CH2:5][CH2:4][O:3][CH2:1][CH3:2])(=[O:15])=[O:14]. Procedure details: To 30g of 2-ethoxyethanol in 300ml of tetrahydrofuran 27.4ml of pyridine were added and 26.4ml of mesyl chloride added dropwise at room temperature over 15 minutes. The mixture was refluxed overnight, the solid that formed filtered off and the solvent evaporated off from the residue. The residue was distilled under 20m Hg to give 2-ethoxyethyl methanesulphonate.